This data is from the Open Reaction Database (ORD), a public repository of structured organic reaction records. The task is: describe an organic reaction: reactants, conditions, products, and yield Starting materials: OC[C@H]1N(CCC1)/[N+](=N/[O-])/[O-].[Na+] (sodium (2S)-2-(hydroxymethyl)-1-[(Z)-oxido-NNO-azoxy]pyrrolidine), BrCCCC (1-bromobutane). Reagents/catalysts: [I-].C(CCC)[N+](CCCC)(CCCC)CCCC (tetrabutylammonium iodide). Run in CN(C)C=O (DMF). Run at temperature 65 celsius. Product: C(CCC)O\N=[N+](/[O-])\N1[C@@H](CCC1)CO ({(2S)-1-[(Z)-1-butoxy-NNO-azoxy]pyrrolidin-2-yl}methanol). Reaction SMILES: [OH:1][CH2:2][C@@H:3]1[CH2:7][CH2:6][CH2:5][N:4]1/[N+:8](/[O-:11])=[N:9]/[O-:10].[Na+].Br[CH2:14][CH2:15][CH2:16][CH3:17]>[I-].C([N+](CCCC)(CCCC)CCCC)CCC.CN(C=O)C>[CH2:14]([O:10]/[N:9]=[N+:8](/[N:4]1[CH2:5][CH2:6][CH2:7][C@H:3]1[CH2:2][OH:1])\[O-:11])[CH2:15][CH2:16][CH3:17] |f:0.1,3.4|. Procedure: To a suspension of sodium (2S)-2-(hydroxymethyl)-1-[(Z)-oxido-NNO-azoxy]pyrrolidine (447 mg, 2.44 mmol) and tetrabutylammonium iodide (90 mg, 0.24 mmol) in DMF (10 mL) was added 1-bromobutane (315 μL, 2.93 mmol). The resulting suspension was allowed to stir at 65° C. over night. After cooling to rt, the mixture was partitioned between Et2O (50 mL) and brine (50 mL). The organic layer was separated and washed with brine (2×50 mL), dried over MgSO4 and concentrated. The residue was purified by fla... Starting materials: O=C([O-])[O-], N#Cc1ccc(B(O)O)s1, C1COCCO1, CO, Clc1ccnc(Cl)n1, ClCCl, [Na+], [Na+]. Yields the product N#Cc1ccc(-c2ccnc(Cl)n2)s1. RXN SMILES: [C:19](=[O:20])([O-:21])[O-:22].[C:1](#[N:2])[c:3]1[cH:4][cH:5][c:6]([B:8]([OH:9])[OH:10])[s:7]1.[CH2:25]1[O:26][CH2:27][CH2:28][O:29][CH2:30]1.[CH3:34][OH:35].[Cl:11][c:12]1[n:13][cH:14][cH:15][c:16]([Cl:18])[n:17]1.[Cl:31][CH2:32][Cl:33].[Na+:23].[Na+:24]>>[C:1](#[N:2])[c:3]1[cH:4][cH:5][c:6](-[c:16]2[cH:15][cH:14][n:13][c:12]([Cl:11])[n:17]2)[s:7]1. Product: ClC1=C(C=C(C=C1)OC)NC=1C(=NC2=CC=CC=C2N1)NS(=O)(=O)C=1C=C(C(=O)O)C=CC1 (3-{[(3-{[2-chloro-5-(methoxy)-phenyl]amino}quinoxalin-2-yl)amino]sulfonyl}benzoic acid). The yield is 94.0%. The solvent is C(C)(=O)OCC (ethyl acetate). As a reaction SMILES: [Cl:1][C:2]1[CH:7]=[CH:6][C:5]([O:8][CH3:9])=[CH:4][C:3]=1[NH:10][C:11]1[C:12]([NH:21][S:22]([C:25]2[CH:30]=[CH:29][CH:28]=[C:27]([C:31]#N)[CH:26]=2)(=[O:24])=[O:23])=[N:13][C:14]2[C:19]([N:20]=1)=[CH:18][CH:17]=[CH:16][CH:15]=2.O1CCOCC1.[OH-:39].[Na+].Cl.C[OH:43]>C(OCC)(=O)C>[Cl:1][C:2]1[CH:7]=[CH:6][C:5]([O:8][CH3:9])=[CH:4][C:3]=1[NH:10][C:11]1[C:12]([NH:21][S:22]([C:25]2[CH:26]=[C:27]([CH:28]=[CH:29][CH:30]=2)[C:31]([OH:43])=[O:39])(=[O:24])=[O:23])=[N:13][C:14]2[C:19]([N:20]=1)=[CH:18][CH:17]=[CH:16][CH:15]=2 |f:2.3|. Run at temperature 90 celsius, time 3.5 hour. The reactants are ClC1=C(C=C(C=C1)OC)NC=1C(=NC2=CC=CC=C2N1)NS(=O)(=O)C1=CC(=CC=C1)C#N (N-(3-{[2-chloro-5-(methoxy)-phenyl]amino}quinoxalin-2-yl)-3-cyanobenzenesulfonamide), Cl (hydrochloric acid), O1CCOCC1 (1,4-dioxane), [OH-].[Na+] (sodium hydroxide), CO (methanol). Reported procedure: To a solution of N-(3-{[2-chloro-5-(methoxy)-phenyl]amino}quinoxalin-2-yl)-3-cyanobenzenesulfonamide (6.02 g, 12.95 mmol), prepared using procedures similar to those in Example 115 or Example 423, in methanol (20 mL) and 1,4-dioxane (20 mL) was added 6.0 N aqueous sodium hydroxide (40 mL) at room temperature. The solution was stirred at 90° C. for 3.5 h. The reaction was cooled to room temperature and neutralized slowly by adding 2.0 N hydrochloric acid until the pH of the solution became in the... Reactants: CS(C)=O, O=C(Nc1ccc(CCBr)cc1)C(F)(F)C(F)(F)C(F)(F)F, N#C[Na], O. Yields the product N#CCCc1ccc(NC(=O)C(F)(F)C(F)(F)C(F)(F)F)cc1. RXN SMILES: [CH3:27][S:28]([CH3:29])=[O:30].[F:1][C:2]([C:3](=[O:4])[NH:5][c:6]1[cH:7][cH:8][c:9]([CH2:12][CH2:13][Br:14])[cH:10][cH:11]1)([C:15]([C:16]([F:17])([F:18])[F:19])([F:20])[F:21])[F:22].[Na:23][C:24]#[N:25].[OH2:26]>>[F:1][C:2]([C:3](=[O:4])[NH:5][c:6]1[cH:7][cH:8][c:9]([CH2:12][CH2:13][C:24]#[N:25])[cH:10][cH:11]1)([C:15]([C:16]([F:17])([F:18])[F:19])([F:20])[F:21])[F:22]. As a reaction SMILES: [BH3:46].[CH3:30][c:31]1[n:32][c:33]2[n:34]([c:35]([CH3:37])[cH:36]1)[n:38][c:39]([CH:41]=[O:42])[n:40]2.[CH3:43][NH:44][CH3:45].[CH3:47][OH:48].[CH:1]1([C:6]2([CH2:14][CH2:15][c:16]3[cH:17][c:18]([F:29])[c:19]([C:22]([C:23]#[N:24])([CH2:25][CH3:26])[CH2:27][CH3:28])[cH:20][cH:21]3)[O:7][C:8](=[O:13])[CH2:9][C:10](=[O:12])[CH2:11]2)[CH2:2][CH2:3][CH2:4][CH2:5]1>>[CH:1]1([C:6]2([CH2:14][CH2:15][c:16]3[cH:17][c:18]([F:29])[c:19]([C:22]([C:23]#[N:24])([CH2:25][CH3:26])[CH2:27][CH3:28])[cH:20][cH:21]3)[O:7][C:8](=[O:13])[CH:9]([CH2:41][c:39]3[n:38][n:34]4[c:33]([n:32][c:31]([CH3:30])[cH:36][c:35]4[CH3:37])[n:40]3)[C:10](=[O:12])[CH2:11]2)[CH2:2][CH2:3][CH2:4][CH2:5]1. Yields the product CCC(C#N)(CC)c1ccc(CCC2(C3CCCC3)CC(=O)C(Cc3nc4nc(C)cc(C)n4n3)C(=O)O2)cc1F. Starting materials: B, Cc1cc(C)n2nc(C=O)nc2n1, CNC, CO, CCC(C#N)(CC)c1ccc(CCC2(C3CCCC3)CC(=O)CC(=O)O2)cc1F.